This data is from the Open Reaction Database (ORD), a public repository of structured organic reaction records. The task is: describe an organic reaction: reactants, conditions, products, and yield The product is NC1=C2C(=NCN1C1=CC(=CC=C1)N)OC=C2 (4-Amino-3-(3-aminophenyl)furo[2,3-d]pyrimidine). Reactants: NC1=C2C(=NCN1C1=CC=C(C=C1)N)OC=C2 (4-Amino-3-(4-aminophenyl)furo[2,3-d]pyrimidine), CC(=O)C1=CC(=CC=C1)N (3-aminoacetophenone). Reaction SMILES: [NH2:1][C:2]1[N:7]([C:8]2[CH:13]=[CH:12][C:11](N)=[CH:10][CH:9]=2)[CH2:6][N:5]=[C:4]2[O:15][CH:16]=[CH:17][C:3]=12.CC(C1C=CC=C([NH2:27])C=1)=O>>[NH2:1][C:2]1[N:7]([C:8]2[CH:13]=[CH:12][CH:11]=[C:10]([NH2:27])[CH:9]=2)[CH2:6][N:5]=[C:4]2[O:15][CH:16]=[CH:17][C:3]=12. Reported procedure: The compound was prepared following the procedures described in making 4-Amino-3-(4-aminophenyl)furo[2,3-d]pyrimidine (9), using 3-aminoacetophenone instead of 4-aminoacetophenone as starting material. MS(ES) m/e 227 [M+H]+. Reactants: ClC1=CC=C(C=C1)C1(CCC1)C(CCO)N(C)C (3-[1-(4-chlorophenyl)cyclobutyl]-3-dimethylaminopropan-1-ol), S(=O)(Cl)Cl (thionyl chloride), ClCCl (dichloromethane), ClCCl (dichloromethane), O (water). Solvent: CN(C=O)C (dimethylformamide), petroleum ether. Conditions: time 45 minute. The product is CN(C)C(CCOC)C1(CCC1)C1=CC=C(C=C1)Cl (N,N-dimethyl-1-[1-(4-chlorophenyl)cyclobutyl]-3-methoxypropylamine). Reaction SMILES: [Cl:1][C:2]1[CH:7]=[CH:6][C:5]([C:8]2([CH:12]([N:16]([CH3:18])[CH3:17])[CH2:13][CH2:14][OH:15])[CH2:11][CH2:10][CH2:9]2)=[CH:4][CH:3]=1.S(Cl)(Cl)=O.O.Cl[CH2:25]Cl>CN(C)C=O>[CH3:18][N:16]([CH:12]([C:8]1([C:5]2[CH:4]=[CH:3][C:2]([Cl:1])=[CH:7][CH:6]=2)[CH2:9][CH2:10][CH2:11]1)[CH2:13][CH2:14][O:15][CH3:25])[CH3:17]. Reported procedure: A solution of 3-[1-(4-chlorophenyl)cyclobutyl]-3-dimethylaminopropan-1-ol (7.8 g) in dichloromethane (150 ml) and dimethylformamide (4 ml) was treated at 0° C. with a solution of thionyl chloride (14 ml) in dichloromethane (7 ml). The mixture was stirred at room temperature for 45 minutes, then heated at reflux for 15 hours, cooled, poured into water and washed with dichloromethane. The aqueous phase was basified and extracted with ether. The extract was evaporated and the residue was dissolved ...